Task: describe an organic reaction: reactants, conditions, products, and yield. Dataset: the Open Reaction Database (ORD), a public repository of structured organic reaction records Reactants: B, C1CCOC1, C=CC(C)(C)C(C)C, CSC. Yields the product CC(C)C(C)(C)CCO. RXN SMILES: [BH3:12].[CH2:13]1[CH2:16][CH2:15][CH2:14][O:17]1.[CH3:1][C:2]([CH:3]=[CH2:4])([CH:5]([CH3:6])[CH3:7])[CH3:8].[CH3:9][S:10][CH3:11]>>[CH3:1][C:2]([CH2:3][CH2:4][OH:17])([CH:5]([CH3:6])[CH3:7])[CH3:8].